This data is from the Open Reaction Database (ORD), a public repository of structured organic reaction records. The task is: describe an organic reaction: reactants, conditions, products, and yield Procedure: Lithium hydride (200 mg) was added to a stirred solution of 4-bromo-2,6-dimethylphenol (65 g) in DMF at ambient temperature. When evolution of hydrogen had ceased, ethylene carbonate (31.9 g) was added and the mixture was heated at 150° C. for 12 hours. The DMF was removed by evaporation and the cooled residue was dissolved in ethyl acetate (500 ml). The ethyl acetate solution was washed with water (2×100 ml) and then with saturated brine (100 ml), dried (MgSO4) and evaporated. The residue was c... Reaction SMILES: [H-].[Li+].[Br:3][C:4]1[CH:9]=[C:8]([CH3:10])[C:7]([OH:11])=[C:6]([CH3:12])[CH:5]=1.[H][H].C1(=O)O[CH2:18][CH2:17][O:16]1>CN(C=O)C>[Br:3][C:4]1[CH:9]=[C:8]([CH3:10])[C:7]([O:11][CH2:18][CH2:17][OH:16])=[C:6]([CH3:12])[CH:5]=1 |f:0.1|. Yields the product BrC1=CC(=C(OCCO)C(=C1)C)C (2-(4-bromo-2,6-dimethylphenoxy)ethanol). Starting materials: C1(OCCO1)=O (ethylene carbonate), [H-].[Li+] (Lithium hydride), BrC1=CC(=C(C(=C1)C)O)C (4-bromo-2,6-dimethylphenol), [H][H] (hydrogen). Yield: 64.4%. Run in CN(C)C=O (DMF). Reaction conditions: temperature 150 celsius. Starting materials: ClC1=CC(=C(C=C1)C(CC(=O)C=1C=CC(N(C1)C)=O)C1=CC=C(C=C1)CO)F (5-(3-(4-chloro-2-fluorophenyl)-3-(4-(hydroxymethyl)-phenyl)propanoyl)-1-methylpyridin-2(1H)-one), Cl.NO (hydroxylamine hydrochloride), C(O)([O-])=O.[Na+] (sodium hydrogencarbonate). The product is ClC1=CC(=C(C=C1)C(C\C(=N/O)\C=1C=CC(N(C1)C)=O)C1=CC=C(C=C1)CO)F ((E)-5-(3-(4-Chloro-2-fluorophenyl)-1-(hydroxyimino)-3-(4-(hydroxymethyl)phenyl)-propyl)-1-methylpyridin-2(1H)-one). RXN SMILES: [Cl:1][C:2]1[CH:7]=[CH:6][C:5]([CH:8]([C:20]2[CH:25]=[CH:24][C:23]([CH2:26][OH:27])=[CH:22][CH:21]=2)[CH2:9][C:10]([C:12]2[CH:13]=[CH:14][C:15](=[O:19])[N:16]([CH3:18])[CH:17]=2)=O)=[C:4]([F:28])[CH:3]=1.Cl.[NH2:30][OH:31].C(=O)([O-])O.[Na+]>>[Cl:1][C:2]1[CH:7]=[CH:6][C:5]([CH:8]([C:20]2[CH:25]=[CH:24][C:23]([CH2:26][OH:27])=[CH:22][CH:21]=2)[CH2:9]/[C:10](/[C:12]2[CH:13]=[CH:14][C:15](=[O:19])[N:16]([CH3:18])[CH:17]=2)=[N:30]\[OH:31])=[C:4]([F:28])[CH:3]=1 |f:1.2,3.4|. Procedure details: In analogy to example 151, step 3, 5-(3-(4-chloro-2-fluorophenyl)-3-(4-(hydroxymethyl)-phenyl)propanoyl)-1-methylpyridin-2(1H)-one was reacted with hydroxylamine hydrochloride in the presence of sodium hydrogencarbonate to give the title compound as a colourless solid containing 15% of the corresponding Z isomer, MS (ESI+): m/z=415.2 [M+H]+. Reactants: CC(=O)O[BH-](OC(C)=O)OC(C)=O, COCCN, CCOC(C)=O, ClCCl, Cl, COc1ccc(CCNc2cc(-c3ccc(F)c(C=O)c3)nc(OC)n2)cc1, [Na+]. Yields the product Cl, COCCNCc1cc(-c2cc(NCCc3ccc(OC)cc3)nc(OC)n2)ccc1F. RXN SMILES: [C:34]([O:35][BH-:36]([O:37][C:38](=[O:39])[CH3:40])[O:41][C:42](=[O:43])[CH3:44])(=[O:45])[CH3:46].[CH3:29][O:30][CH2:31][CH2:32][NH2:33].[CH3:52][CH2:53][O:54][C:55]([CH3:56])=[O:57].[Cl:49][CH2:50][Cl:51].[ClH:48].[F:1][c:2]1[c:3]([CH:4]=[O:5])[cH:6][c:7](-[c:10]2[n:11][c:12]([O:27][CH3:28])[n:13][c:14]([NH:16][CH2:17][CH2:18][c:19]3[cH:20][cH:21][c:22]([O:25][CH3:26])[cH:23][cH:24]3)[cH:15]2)[cH:8][cH:9]1.[Na+:47]>>[ClH:48].[F:1][c:2]1[c:3]([CH2:4][NH:33][CH2:32][CH2:31][O:30][CH3:29])[cH:6][c:7](-[c:10]2[n:11][c:12]([O:27][CH3:28])[n:13][c:14]([NH:16][CH2:17][CH2:18][c:19]3[cH:20][cH:21][c:22]([O:25][CH3:26])[cH:23][cH:24]3)[cH:15]2)[cH:8][cH:9]1. The reactants are [H][H] (Hydrogen), [H][H] (Hydrogen), CNC (dimethylamine), 32g, O=C1C=C(CC(C)(C)C1)C (isophorone), 2g, C(C)O (ethanol). Reagents/catalysts: [Pd] (Palladium on charcoal). Solvent: O (water). Conditions: temperature 95 celsius, time 1 hour. Yields the product 35g, CN(C)C1CC(CC(C1)(C)C)C (N,N-dimethyl-3,5,5-trimethylcyclohexylamine). As a reaction SMILES: [CH3:1][NH:2][CH3:3].O=[C:5]1[CH2:12][C:9]([CH3:11])([CH3:10])[CH2:8][C:7]([CH3:13])=[CH:6]1.C(O)C.[H][H]>[Pd].O>[CH3:1][N:2]([CH:5]1[CH2:12][C:9]([CH3:11])([CH3:10])[CH2:8][CH:7]([CH3:13])[CH2:6]1)[CH3:3]. Reported procedure: A mixture of 15.8g of dimethylamine, 32g of isophorone, 2g of 5% Palladium on charcoal and 150cc of ethanol was placed in an autoclave. Hydrogen gas was added to increase the pressure to 500 psi. The reaction mixture was heated to 95° C. and kept with stirring at 95° C. for 1 hr. Hydrogen gas was added during the reaction, to maintain a pressure of 330-500 psi. After the mixture was allowed to cool to ambient temperature, the solvent and the water produced were removed under diminished pressure.... The reactants are CC(=O)c1ccc2c(ccn2C(=O)OC(C)(C)C)c1, [Na+], O=C([O-])O, OCCO, Cc1ccc(S(=O)(=O)[O-])cc1, c1ccccc1, c1cc[nH+]cc1. The product is CC(C)(C)OC(=O)n1ccc2cc(C3(C)OCCO3)ccc21. As a reaction SMILES: [C:1]([CH3:2])([CH3:3])([CH3:4])[O:5][C:6](=[O:7])[n:8]1[cH:9][cH:10][c:11]2[cH:12][c:13]([C:17]([CH3:18])=[O:19])[cH:14][cH:15][c:16]12.[Na+:45].[O-:41][C:42]([OH:43])=[O:44].[OH:20][CH2:21][CH2:22][OH:23].[c:24]1([CH3:25])[cH:26][cH:27][c:28]([S:29]([O-:30])(=[O:31])=[O:32])[cH:33][cH:34]1.[cH:46]1[cH:47][cH:48][cH:49][cH:50][cH:51]1.[nH+:35]1[cH:36][cH:37][cH:38][cH:39][cH:40]1>>[C:1]([CH3:2])([CH3:3])([CH3:4])[O:5][C:6](=[O:7])[n:8]1[cH:9][cH:10][c:11]2[cH:12][c:13]([C:17]3([CH3:18])[O:19][CH2:22][CH2:21][O:20]3)[cH:14][cH:15][c:16]12. Starting materials: [OH-].[Na+] (Sodium hydroxide), OC=1C(=NC(=C2C=CC=NC12)N(S(=O)(=O)C)C)C(=O)OC (methyl 8-hydroxy-5-[methyl(methylsulfonyl)amino]-1,6-naphthyridine-7-carboxylate), Cl (HCl). Solvent: C1CCOC1.CO (THF methanol). Reaction conditions: temperature 50 celsius. Product: OC=1C(=NC(=C2C=CC=NC12)N(S(=O)(=O)C)C)C(=O)O (8-Hydroxy-5-[methyl(methylsulfonyl)amino]-1,6-naphthyridine-7-carboxylic acid). As a reaction SMILES: [OH-].[Na+].[OH:3][C:4]1[C:5]([C:20]([O:22]C)=[O:21])=[N:6][C:7]([N:14]([CH3:19])[S:15]([CH3:18])(=[O:17])=[O:16])=[C:8]2[C:13]=1[N:12]=[CH:11][CH:10]=[CH:9]2.Cl>C1COCC1.CO>[OH:3][C:4]1[C:5]([C:20]([OH:22])=[O:21])=[N:6][C:7]([N:14]([CH3:19])[S:15]([CH3:18])(=[O:17])=[O:16])=[C:8]2[C:13]=1[N:12]=[CH:11][CH:10]=[CH:9]2 |f:0.1,4.5|. Reported procedure: Sodium hydroxide (2.31 mL, 2.31 mmol, 1N solution) was added to a suspension of methyl 8-hydroxy-5-[methyl(methylsulfonyl)amino]-1,6-naphthyridine-7-carboxylate (240 mg, 0.77 mmol) in a 1:1 solution of THF/methanol (5 mL) and the resulting mixture was heated overnight at 50° C. In the morning, the homogeneous solution was acidified to a pH=4 using 1N HCl solution. The reaction was cooled and the solids that had precipitated out of solution were collected by vacuum filtration to give the desired ... Reactants: CO, COc1ccc(Sc2ccc(C(=O)Cl)cc2Nc2ncnc3nc(C(C)C)ccc23)cc1, Nc1cccc(C(F)(F)F)c1, Cc1ccc(N)cc1O. Product: COc1ccc(Sc2ccc(C(=O)Nc3cccc(C(F)(F)F)c3)cc2Nc2ncnc3nc(C(C)C)ccc23)cc1. Reaction SMILES: [CH3:53][OH:54].[CH:1]([CH3:2])([CH3:3])[c:4]1[cH:5][cH:6][c:7]2[c:8]([n:9][cH:10][n:11][c:12]2[NH:13][c:14]2[cH:15][c:16]([C:17](=[O:18])[Cl:19])[cH:20][cH:21][c:22]2[S:23][c:24]2[cH:25][cH:26][c:27]([O:30][CH3:31])[cH:28][cH:29]2)[n:32]1.[F:33][C:34]([c:35]1[cH:36][c:37]([NH2:38])[cH:39][cH:40][cH:41]1)([F:42])[F:43].[NH2:44][c:45]1[cH:46][c:47]([OH:48])[c:49]([CH3:50])[cH:51][cH:52]1>>[CH:1]([CH3:2])([CH3:3])[c:4]1[cH:5][cH:6][c:7]2[c:8]([n:9][cH:10][n:11][c:12]2[NH:13][c:14]2[cH:15][c:16]([C:17](=[O:18])[NH:38][c:37]3[cH:36][c:35]([C:34]([F:33])([F:42])[F:43])[cH:41][cH:40][cH:39]3)[cH:20][cH:21][c:22]2[S:23][c:24]2[cH:25][cH:26][c:27]([O:30][CH3:31])[cH:28][cH:29]2)[n:32]1. The product is CN(C)N1C2=NCCN2C(=O)c2ccccc21. The reactants are CN(C)N, COCCOCCOC, CSC1=NCCN1C(=O)c1ccccc1F, O. RXN SMILES: [CH3:17][N:18]([CH3:19])[NH2:20].[CH3:21][O:22][CH2:23][CH2:24][O:25][CH2:26][CH2:27][O:28][CH3:29].[F:1][c:2]1[c:3]([C:4](=[O:5])[N:6]2[C:7]([S:11][CH3:12])=[N:8][CH2:9][CH2:10]2)[cH:13][cH:14][cH:15][cH:16]1.[OH2:30]>>[c:2]12[c:3]([cH:13][cH:14][cH:15][cH:16]1)[C:4](=[O:5])[N:6]1[C:7](=[N:8][CH2:9][CH2:10]1)[N:20]2[N:18]([CH3:17])[CH3:19]. The reactants are C=C(C)OC(C)=O, COc1ccc2c(c1)CC(O)CCC2, CC(C)OC(C)C. Yields the product COc1ccc2c(c1)CC(OC(C)=O)CCC2. RXN SMILES: [C:15]([CH3:16])(=[O:17])[O:18][C:19]([CH3:20])=[CH2:21].[CH3:1][O:2][c:3]1[cH:4][c:5]2[c:6]([cH:13][cH:14]1)[CH2:7][CH2:8][CH2:9][CH:10]([OH:12])[CH2:11]2.[CH:22]([O:23][CH:24]([CH3:25])[CH3:26])([CH3:27])[CH3:28]>>[CH3:1][O:2][c:3]1[cH:4][c:5]2[c:6]([cH:13][cH:14]1)[CH2:7][CH2:8][CH2:9][CH:10]([O:12][C:15]([CH3:16])=[O:17])[CH2:11]2. Reactants: C1(CCCCCCC1)OCCO (2-(cyclooctyloxy)ethanol), COC(C(C1=CC=C(C=C1)O)=O)=O (4-hydroxy-alpha-oxobenzeneacetic acid methyl ester), S(=O)(=O)([O-])C1=CC=C(C)C=C1 (tosylate), [H-].[Na+] (sodium hydride). Run in CN(C=O)C (dimethylformamide). Run at temperature 60 celsius, time 15 minute. The product is COC(C(C1=CC=C(C=C1)OCCOC1CCCCCCC1)=O)=O (4-[[2-(cyclooctyloxy)ethyl]oxy]-alpha-oxobenzeneacetic acid methyl ester). The yield is 42.4%. Reaction SMILES: [CH3:1][O:2][C:3](=[O:13])[C:4](=[O:12])[C:5]1[CH:10]=[CH:9][C:8]([OH:11])=[CH:7][CH:6]=1.[H-].[Na+].S(C1C=CC(C)=CC=1)([O-])(=O)=O.[CH:27]1([O:35][CH2:36][CH2:37]O)[CH2:34][CH2:33][CH2:32][CH2:31][CH2:30][CH2:29][CH2:28]1>CN(C)C=O>[CH3:1][O:2][C:3](=[O:13])[C:4](=[O:12])[C:5]1[CH:10]=[CH:9][C:8]([O:11][CH2:37][CH2:36][O:35][CH:27]2[CH2:34][CH2:33][CH2:32][CH2:31][CH2:30][CH2:29][CH2:28]2)=[CH:7][CH:6]=1 |f:1.2|. Procedure: A stirred mixture of 4-hydroxy-alpha-oxobenzeneacetic acid methyl ester (1.27 g) in dimethylformamide (10 mL) under argon was treated with 55% sodium hydride (0.303 g), stirred for 15 minutes and treated with the tosylate prepared from 2-(cyclooctyloxy)ethanol (2.18 g). The mixture was heated at 60° C. overnight and worked up as in Example 20. The material from dichloromethane extraction was purified by HPLC (dichloromethane-hexane-ethyl acetate; 80:20:2) to provide 1.0 g of pure 4-[[2-(cyclooct...